This data is from the Open Reaction Database (ORD), a public repository of structured organic reaction records. The task is: describe an organic reaction: reactants, conditions, products, and yield Reactants: COC(C1=CC=C(C=C1)CN(C(=O)NC1=CC(=CC(=C1)C(F)(F)F)C(F)(F)F)C1=CC=C(C=C1)C1CCCCC1)=O (4-[3-(3,5-Bis(trifluoromethyl)phenyl)-1-(4-cyclohexylphenyl)ureidomethyl]benzoic acid methyl ester), [OH-].[Na+] (sodium hydroxide). Solvent: C(C)O (ethanol). Reaction conditions: time 16 hour. Yields the product FC(C=1C=C(C=C(C1)C(F)(F)F)NC(N(C1=CC=C(C=C1)C1CCCCC1)CC1=CC=C(C(=O)O)C=C1)=O)(F)F (4-[3-(3,5-bis(trifluoromethyl)-phenyl)-1-(4-cyclohexylphenyl)ureidomethyl]benzoic acid). RXN SMILES: C[O:2][C:3](=[O:41])[C:4]1[CH:9]=[CH:8][C:7]([CH2:10][N:11]([C:29]2[CH:34]=[CH:33][C:32]([CH:35]3[CH2:40][CH2:39][CH2:38][CH2:37][CH2:36]3)=[CH:31][CH:30]=2)[C:12]([NH:14][C:15]2[CH:20]=[C:19]([C:21]([F:24])([F:23])[F:22])[CH:18]=[C:17]([C:25]([F:28])([F:27])[F:26])[CH:16]=2)=[O:13])=[CH:6][CH:5]=1.[OH-].[Na+]>C(O)C>[F:22][C:21]([F:23])([F:24])[C:19]1[CH:20]=[C:15]([NH:14][C:12](=[O:13])[N:11]([CH2:10][C:7]2[CH:8]=[CH:9][C:4]([C:3]([OH:41])=[O:2])=[CH:5][CH:6]=2)[C:29]2[CH:30]=[CH:31][C:32]([CH:35]3[CH2:36][CH2:37][CH2:38][CH2:39][CH2:40]3)=[CH:33][CH:34]=2)[CH:16]=[C:17]([C:25]([F:27])([F:28])[F:26])[CH:18]=1 |f:1.2|. Reported procedure: 4-[3-(3,5-Bis(trifluoromethyl)phenyl)-1-(4-cyclohexylphenyl)ureidomethyl]benzoic acid methyl ester (4.2 g, 7.36 mmol) was suspended in ethanol (80 mL) and added sodium hydroxide (4 N, 11 mL) and stirred at room temperature for 16 hours. The reaction mixture was concentrated to dryness in vacuo, and the residue was added water (50 mL) and acidified with hydrochloric acid (4 N, 12 mL). The aqueous phase was extracted twice with ethyl acetate (75 mL and 25 mL) and the combined organic phases were w... Reactants: Cl (hydrochloric acid), C(C1=CC=CC=C1)OC1=CC=C(C=C1)CCN1N=C(C(=C1)CC(=O)OCC)C1=CC=CC=C1 (ethyl [1-[2-(4-benzyloxyphenyl)ethyl]-3-phenyl-1H-pyrazol-4-yl]acetate), [OH-].[Na+] (sodium hydroxide), C(C)O (ethanol). Run in O1CCCC1 (tetrahydrofuran). Conditions: time 2 hour. The product is C(C1=CC=CC=C1)OC1=CC=C(C=C1)CCN1N=C(C(=C1)CC(=O)O)C1=CC=CC=C1 ([1-[2-(4-benzyloxyphenyl)ethyl]-3-phenyl-1H-pyrazol-4-yl]acetic acid). Yield: 85.0%. RXN SMILES: [CH2:1]([O:8][C:9]1[CH:14]=[CH:13][C:12]([CH2:15][CH2:16][N:17]2[CH:21]=[C:20]([CH2:22][C:23]([O:25]CC)=[O:24])[C:19]([C:28]3[CH:33]=[CH:32][CH:31]=[CH:30][CH:29]=3)=[N:18]2)=[CH:11][CH:10]=1)[C:2]1[CH:7]=[CH:6][CH:5]=[CH:4][CH:3]=1.[OH-].[Na+].C(O)C.Cl>O1CCCC1>[CH2:1]([O:8][C:9]1[CH:10]=[CH:11][C:12]([CH2:15][CH2:16][N:17]2[CH:21]=[C:20]([CH2:22][C:23]([OH:25])=[O:24])[C:19]([C:28]3[CH:33]=[CH:32][CH:31]=[CH:30][CH:29]=3)=[N:18]2)=[CH:13][CH:14]=1)[C:2]1[CH:3]=[CH:4][CH:5]=[CH:6][CH:7]=1 |f:1.2|. Procedure: A mixture of ethyl [1-[2-(4-benzyloxyphenyl)ethyl]-3-phenyl-1H-pyrazol-4-yl]acetate (440 mg), 1 N aqueous sodium hydroxide solution (2 ml), ethanol (2 ml), and tetrahydrofuran (2 ml) was stirred at room temperature for 2 hours. The reaction mixture was acidified with 1 N hydrochloric acid. The obtained crystals were collected by filtration, and [1-[2-(4-benzyloxyphenyl)ethyl]-3-phenyl-1H-pyrazol-4-yl]acetic acid was obtained (350 mg, yield: 85%). This was recrystallized from tetrahydrofuran-hexa... The reactants are ClC=1C=C(C=CC1Cl)C#CCCCCCCO (8-(3,4-dichlorophenyl)-oct-7-yn-1-ol), P(Br)(Br)Br (phosphorous tribromide), C(O)([O-])=O.[Na+] (sodium hydrogen carbonate). The solvent is C(C)OCC (diethyl ether). Conditions: temperature 2.5 celsius, time 2 hour. Yields the product BrCCCCCCC#CC1=CC(=C(C=C1)Cl)Cl (8-Bromo-1-(3,4-dichlorophenyl)-1-octyne). As a reaction SMILES: [Cl:1][C:2]1[CH:3]=[C:4]([C:9]#[C:10][CH2:11][CH2:12][CH2:13][CH2:14][CH2:15][CH2:16]O)[CH:5]=[CH:6][C:7]=1[Cl:8].P(Br)(Br)[Br:19].C(=O)([O-])O.[Na+]>C(OCC)C>[Br:19][CH2:16][CH2:15][CH2:14][CH2:13][CH2:12][CH2:11][C:10]#[C:9][C:4]1[CH:5]=[CH:6][C:7]([Cl:8])=[C:2]([Cl:1])[CH:3]=1 |f:2.3|. Reported procedure: A solution of 8-(3,4-dichlorophenyl)-oct-7-yn-1-ol (0.52 g) in diethyl ether (2.5 ml) was treated with phosphorous tribromide (0.23 g) at 0° C. (ice/salt bath). The solution was stirred at 0-5° C. for 2 h and allowed to warm to room temperature. Aqueous sodium hydrogen carbonate solution was added. The aqueous layer was extracted with further diethyl ether (2×5 ml) and the combined organic layers were washed with brine (5 ml) and dried over magnesium sulfate. Removal of the solvent under reduced...